From a dataset of the Open Reaction Database (ORD), a public repository of structured organic reaction records. describe an organic reaction: reactants, conditions, products, and yield The reactants are C[Al](C)C (trimethylaluminium), ClCCl (dichloromethane), ClC1=C(C=C2C=C(N(C2=C1)CC)C(NC(C(F)(F)F)C1=CC(=C(C=C1)F)C(F)(F)F)=O)C(=O)OCC (ethyl 6-chloro-1-ethyl-2-({2,2,2-trifluoro-1-[4-fluoro-3-(trifluoromethyl)phenyl]ethyl}carbamoyl)-1H-indole-5-carboxylate), ClCCl (dichloromethane), O (water), FC(CN)F (2,2-Difluoroethanamine), ClCCl (dichloromethane). Run at time 30 minute. The product is ClC1=C(C=C2C=C(N(C2=C1)CC)C(=O)NC(C(F)(F)F)C1=CC(=C(C=C1)F)C(F)(F)F)C(=O)NCC(F)F (6-chloro-N5-(2,2-difluoroethyl)-1-ethyl-N2-{2,2,2-trifluoro-1-[4-fluoro-3-(trifluoromethyl)phenyl]ethyl}-1H-indole-2,5-dicarboxamide). Isolated yield 81.0%. Reaction SMILES: [F:1][CH:2]([F:5])[CH2:3][NH2:4].C[Al](C)C.ClC1[CH:19]=[C:18]2[C:14]([CH:15]=[C:16]([C:22](=[O:40])[NH:23][CH:24]([C:29]3[CH:34]=[CH:33][C:32]([F:35])=[C:31]([C:36]([F:39])([F:38])[F:37])[CH:30]=3)[C:25]([F:28])([F:27])[F:26])[N:17]2[CH2:20][CH3:21])=[CH:13][C:12]=1[C:41]([O:43]CC)=O.O.Cl[CH2:48][Cl:49]>>[Cl:49][C:48]1[CH:19]=[C:18]2[C:14]([CH:15]=[C:16]([C:22]([NH:23][CH:24]([C:29]3[CH:34]=[CH:33][C:32]([F:35])=[C:31]([C:36]([F:37])([F:38])[F:39])[CH:30]=3)[C:25]([F:28])([F:26])[F:27])=[O:40])[N:17]2[CH2:20][CH3:21])=[CH:13][C:12]=1[C:41]([NH:4][CH2:3][CH:2]([F:5])[F:1])=[O:43]. Procedure details: 2,2-Difluoroethanamine (0.12 g, 1.42 mmol) was dissolved under argon in dichloromethane (2 ml). At room temperature, a solution of trimethylaluminium in dichloromethane (0.71 ml, 1.42 mmol) was added dropwise. The reaction mixture was stirred at room temperature for 30 min and then a solution of ethyl 6-chloro-1-ethyl-2-({2,2,2-trifluoro-1-[4-fluoro-3-(trifluoromethyl)phenyl]ethyl}carbamoyl)-1H-indole-5-carboxylate (0.078 g, 0.14 mmol) in dichloromethane (2 ml) was added dropwise. The reaction m... Reactants: CS(=O)(=O)O, COc1ccc(-c2cc[nH]n2)cc1, [Na+], [OH-], O. Product: Oc1ccc(-c2cc[nH]n2)cc1. Reaction SMILES: [CH3:14][S:15](=[O:16])(=[O:17])[OH:18].[CH3:1][O:2][c:3]1[cH:4][cH:5][c:6](-[c:9]2[n:10][nH:11][cH:12][cH:13]2)[cH:7][cH:8]1.[Na+:20].[OH-:19].[OH2:21]>>[OH:2][c:3]1[cH:4][cH:5][c:6](-[c:9]2[n:10][nH:11][cH:12][cH:13]2)[cH:7][cH:8]1. The reactants are C(C1=CC=CC=C1)ON1C(N2C(N(C3=C2C=C(C(=C3)N3CCN(CC3)C(=O)OC(C)(C)C)F)C3CC3)=CC1=O)=O (tert-Butyl 4-[2-(benzyloxy)-5-cyclopropyl-8-fluoro-1,2,3,5-tetrahydro-1,3-dioxopyrimido[1,6-a]benzimidazol-7-yl]-1-piperazinecarboxylate), Br (hydrobromic acid). The solvent is C(C)(=O)O (acetic acid). Product: C(C1=CC=CC=C1)ON1C(N2C(N(C3=C2C=C(C(=C3)N3CCNCC3)F)C3CC3)=CC1=O)=O (2-(benzyloxy)-5-cyclopropyl-8-fluoro-7-(1-piperazinyl)pyrimido[1,6-a]benzimidazole-1,3(2H,5H)-dione). Yield: 88.4%. RXN SMILES: [CH2:1]([O:8][N:9]1[C:38](=[O:39])[CH:37]=[C:12]2[N:13]([CH:34]3[CH2:36][CH2:35]3)[C:14]3[CH:19]=[C:18]([N:20]4[CH2:25][CH2:24][N:23](C(OC(C)(C)C)=O)[CH2:22][CH2:21]4)[C:17]([F:33])=[CH:16][C:15]=3[N:11]2[C:10]1=[O:40])[C:2]1[CH:7]=[CH:6][CH:5]=[CH:4][CH:3]=1.Br>C(O)(=O)C>[CH2:1]([O:8][N:9]1[C:38](=[O:39])[CH:37]=[C:12]2[N:13]([CH:34]3[CH2:35][CH2:36]3)[C:14]3[CH:19]=[C:18]([N:20]4[CH2:25][CH2:24][NH:23][CH2:22][CH2:21]4)[C:17]([F:33])=[CH:16][C:15]=3[N:11]2[C:10]1=[O:40])[C:2]1[CH:7]=[CH:6][CH:5]=[CH:4][CH:3]=1. Procedure details: tert-Butyl 4-[2-(benzyloxy)-5-cyclopropyl-8-fluoro-1,2,3,5-tetrahydro-1,3-dioxopyrimido[1,6-a]benzimidazol-7-yl]-1-piperazinecarboxylate (580 mg, 1.05 mmol) is treated with 33 percent hydrobromic acid in glacial acetic acid (5 ml). After 18 hours at room temperature the separated crystals are filtered off, washed with glacial acetic acid and recrystallized from methanol. The crystals are then dissolved in a water/ethanol mixture (2:1, 50 ml). The pH is adjusted to 8 using 1N sodium hydroxide sol...